Dataset: the Open Reaction Database (ORD), a public repository of structured organic reaction records. Task: describe an organic reaction: reactants, conditions, products, and yield The reactants are CN1C(=NC2=C1C=CC=C2)CO ((1-methyl-1H-benzimidazol-2-yl)methanol), P(Br)(Br)Br (phosphorus tribromide). Solvent: ClCCl (dichloromethane). Conditions: time 8 hour. Product: Br.BrCC1=NC2=C(N1C)C=CC=C2 (2-(bromomethyl)-1-methyl-1H-benzimidazole hydrobromide). RXN SMILES: [CH3:1][N:2]1[C:6]2[CH:7]=[CH:8][CH:9]=[CH:10][C:5]=2[N:4]=[C:3]1[CH2:11]O.P(Br)(Br)[Br:14]>ClCCl>[BrH:14].[Br:14][CH2:11][C:3]1[N:2]([CH3:1])[C:6]2[CH:7]=[CH:8][CH:9]=[CH:10][C:5]=2[N:4]=1 |f:3.4|. Reported procedure: To a solution of (1-methyl-1H-benzimidazol-2-yl)methanol (1.1 g, 6.8 mmol) in anhydrous dichloromethane (60 mL) was added dropwise phosphorus tribromide (1.3 mL, 14.0 mmol). The mixture was stirred at room temperature overnight. Dichloromethane was evaporated. The residue was dried in vacuo, affording 2-(bromomethyl)-1-methyl-1H-benzimidazole hydrobromide. The product was used without further purification. Starting materials: CCOC(=O)CN(C)CC=C(c1ccccc1)c1cccs1, CCO. Product: CCOC(=O)CN(C)CCC(c1ccccc1)c1cccs1. RXN SMILES: [CH2:1]([CH3:2])[O:3][C:4]([CH2:5][N:6]([CH3:7])[CH2:8][CH:9]=[C:10]([c:11]1[s:12][cH:13][cH:14][cH:15]1)[c:16]1[cH:17][cH:18][cH:19][cH:20][cH:21]1)=[O:22].[CH3:23][CH2:24][OH:25]>>[CH2:1]([CH3:2])[O:3][C:4]([CH2:5][N:6]([CH3:7])[CH2:8][CH2:9][CH:10]([c:11]1[s:12][cH:13][cH:14][cH:15]1)[c:16]1[cH:17][cH:18][cH:19][cH:20][cH:21]1)=[O:22]. Starting materials: CC(=O)OC(C)=O, Cc1ccccc1, CO, CN1C(=O)CNN(c2cc(Cl)c(C(C#N)c3ccc(Cl)cc3)c(Cl)c2)C1=O. The product is CC(=O)N1CC(=O)N(C)C(=O)N1c1cc(Cl)c(C(C#N)c2ccc(Cl)cc2)c(Cl)c1. Reaction SMILES: [C:28]([CH3:29])(=[O:30])[O:31][C:32](=[O:33])[CH3:34].[CH3:35][c:36]1[cH:37][cH:38][cH:39][cH:40][cH:41]1.[CH3:42][OH:43].[Cl:1][c:2]1[c:3]([CH:18]([C:19]#[N:20])[c:21]2[cH:22][cH:23][c:24]([Cl:27])[cH:25][cH:26]2)[c:4]([Cl:17])[cH:5][c:6]([N:8]2[NH:9][CH2:10][C:11](=[O:16])[N:12]([CH3:15])[C:13]2=[O:14])[cH:7]1>>[Cl:1][c:2]1[c:3]([CH:18]([C:19]#[N:20])[c:21]2[cH:22][cH:23][c:24]([Cl:27])[cH:25][cH:26]2)[c:4]([Cl:17])[cH:5][c:6]([N:8]2[N:9]([C:28]([CH3:29])=[O:30])[CH2:10][C:11](=[O:16])[N:12]([CH3:15])[C:13]2=[O:14])[cH:7]1. Reactants: C1CCOC1, COc1cc(-c2ccc(C)s2)c2cc(C(O)(c3ccc(Cl)cc3)c3cncn3C)ccc2n1, Cl. Yields the product Cc1ccc(-c2cc(=O)[nH]c3ccc(C(O)(c4ccc(Cl)cc4)c4cncn4C)cc23)s1. RXN SMILES: [CH2:35]1[O:36][CH2:37][CH2:38][CH2:39]1.[Cl:1][c:2]1[cH:3][cH:4][c:5]([C:8]([OH:9])([c:10]2[n:11]([CH3:15])[cH:12][n:13][cH:14]2)[c:16]2[cH:17][c:18]3[c:19](-[c:28]4[s:29][c:30]([CH3:33])[cH:31][cH:32]4)[cH:20][c:21]([O:26][CH3:27])[n:22][c:23]3[cH:24][cH:25]2)[cH:6][cH:7]1.[ClH:34]>>[Cl:1][c:2]1[cH:3][cH:4][c:5]([C:8]([OH:9])([c:10]2[n:11]([CH3:15])[cH:12][n:13][cH:14]2)[c:16]2[cH:17][c:18]3[c:19](-[c:28]4[s:29][c:30]([CH3:33])[cH:31][cH:32]4)[cH:20][c:21](=[O:26])[nH:22][c:23]3[cH:24][cH:25]2)[cH:6][cH:7]1. The reactants are CC(C)N(C)CC=CC(=O)O, Cl, Fc1cccc(Cn2ncc3cc(Nc4ncnc5sc6c(c45)CCCNC6)ccc32)c1. Product: CC(C)N(C)CC=CC(=O)N1CCCc2c(sc3ncnc(Nc4ccc5c(cnn5Cc5cccc(F)c5)c4)c23)C1. RXN SMILES: [CH3:34][N:35]([CH2:36][CH:37]=[CH:38][C:39](=[O:40])[OH:41])[CH:42]([CH3:43])[CH3:44].[ClH:33].[F:1][c:2]1[cH:3][c:4]([CH2:5][n:6]2[n:7][cH:8][c:9]3[cH:10][c:11]([NH:15][c:16]4[n:17][cH:18][n:19][c:20]5[c:21]4[c:22]4[c:23]([s:29]5)[CH2:24][NH:25][CH2:26][CH2:27][CH2:28]4)[cH:12][cH:13][c:14]23)[cH:30][cH:31][cH:32]1>>[F:1][c:2]1[cH:3][c:4]([CH2:5][n:6]2[n:7][cH:8][c:9]3[cH:10][c:11]([NH:15][c:16]4[n:17][cH:18][n:19][c:20]5[c:21]4[c:22]4[c:23]([s:29]5)[CH2:24][N:25]([C:39]([CH:38]=[CH:37][CH2:36][N:35]([CH3:34])[CH:42]([CH3:43])[CH3:44])=[O:40])[CH2:26][CH2:27][CH2:28]4)[cH:12][cH:13][c:14]23)[cH:30][cH:31][cH:32]1. Reactants: C(C)(=O)OC(CSCC1=[N+](C=CC(=C1C)OC)C=1NC2=C(N1)C=CC(=C2)C(F)(F)F)(C)C (2-[[(2-acetoxy-2-methylpropyl)thio]methyl]-4-methoxy-3 methyl-1-[5-(trifluoromethyl)-2-benzimidazolyl]pyridinium), CS(=O)(=O)O (methanesulfonic acid). Solvent: CO (methanol). Product: CS(=O)(=O)[O-].C(C)(=O)OC(CSCC1=[N+](C=CC(=C1C)OC)C=1NC2=C(N1)C=CC(=C2)C(F)(F)F)(C)C (2-[[(2-acetoxy-2-methylpropyl)thio]methyl]-4-methoxy-3-methyl-1-[5-(trifluoromethyl)-2-benzimidazolyl]pyridinium methanesulfonate). Reaction SMILES: [C:1]([O:4][C:5]([CH3:32])([CH3:31])[CH2:6][S:7][CH2:8][C:9]1[C:14]([CH3:15])=[C:13]([O:16][CH3:17])[CH:12]=[CH:11][N+:10]=1[C:18]1[NH:19][C:20]2[CH:26]=[C:25]([C:27]([F:30])([F:29])[F:28])[CH:24]=[CH:23][C:21]=2[N:22]=1)(=[O:3])[CH3:2].[CH3:33][S:34]([OH:37])(=[O:36])=[O:35]>CO>[CH3:33][S:34]([O-:37])(=[O:36])=[O:35].[C:1]([O:4][C:5]([CH3:32])([CH3:31])[CH2:6][S:7][CH2:8][C:9]1[C:14]([CH3:15])=[C:13]([O:16][CH3:17])[CH:12]=[CH:11][N+:10]=1[C:18]1[NH:19][C:20]2[CH:26]=[C:25]([C:27]([F:29])([F:30])[F:28])[CH:24]=[CH:23][C:21]=2[N:22]=1)(=[O:3])[CH3:2] |f:3.4|. Reported procedure: 467.5 mg of intramolecularly deprotonized 2-[[(2-acetoxy-2-methylpropyl)thio]methyl]-4-methoxy-3 methyl-1-[5-(trifluoromethyl)-2-benzimidazolyl]pyridinium cation were dissolved in 5 ml of methanol, whereupon 96 mg of methanesulfonic acid were added thereto, the solution was concentrated, the residue was dissolved several times in ethyl acetate and the solution was again concentrated each time. The resinous residue was dried in a high vacuum, whereby 2-[[(2-acetoxy-2-methylpropyl)thio]methyl]-4-m... Starting materials: I.ClC1=C(C=NNC(SC)=N)C(=CC=C1)Cl (methyl 3-(2,6-dichlorobenzylidene)thiocarbazimidate hydriodide), NCC1=CC=NC=C1 (4-(aminomethyl)pyridine), C(C)O (ethanol). Run in O (water). Yields the product ClC1=C(C=NNC(=N)NCC2=CC=NC=C2)C(=CC=C1)Cl (1-(2,6-Dichlorobenzylideneamino)-3-(4-pyridylmethyl)guanidine). Reaction SMILES: I.[Cl:2][C:3]1[CH:15]=[CH:14][CH:13]=[C:12]([Cl:16])[C:4]=1[CH:5]=[N:6][NH:7][C:8](=[NH:11])SC.[NH2:17][CH2:18][C:19]1[CH:24]=[CH:23][N:22]=[CH:21][CH:20]=1.C(O)C>O>[Cl:2][C:3]1[CH:15]=[CH:14][CH:13]=[C:12]([Cl:16])[C:4]=1[CH:5]=[N:6][NH:7][C:8]([NH:17][CH2:18][C:19]1[CH:24]=[CH:23][N:22]=[CH:21][CH:20]=1)=[NH:11] |f:0.1|. Reported procedure: A solution of 5.85 g. of methyl 3-(2,6-dichlorobenzylidene)thiocarbazimidate hydriodide and 3.24 g. of 4-(aminomethyl)pyridine in 25 ml. of absolute ethanol is heated under reflux for 24 hours and then diluted with 75 ml. of water, causing the separation of an oil. On standing, the oil crystallizes. Filtration and recrystallization from aqueous ethanol gives the desired product as colorless crystals, m.p. 159°-161° C. Reactants: COC1=CC(=C(N)C=C1)[N+](=O)[O-] (4-methoxy-2-nitroaniline), N1=CC=CC=C1 (pyridine), C(C)(C)(C)C1=CC=C(C(=O)Cl)C=C1 (4-tert.-butylbenzoic acid chloride). The solvent is O (water). Reaction conditions: time 1 hour. Product: CC(C)(C)C1=CC=C(C(=O)NC2=C(C=C(C=C2)OC)[N+](=O)[O-])C=C1 (4-(1,1-Dimethylethyl)-N-(4-methoxy-2-nitrophenyl)benzamide). RXN SMILES: [CH3:1][O:2][C:3]1[CH:9]=[CH:8][C:6]([NH2:7])=[C:5]([N+:10]([O-:12])=[O:11])[CH:4]=1.N1C=CC=CC=1.[C:19]([C:23]1[CH:31]=[CH:30][C:26]([C:27](Cl)=[O:28])=[CH:25][CH:24]=1)([CH3:22])([CH3:21])[CH3:20]>O>[CH3:22][C:19]([C:23]1[CH:24]=[CH:25][C:26]([C:27]([NH:7][C:6]2[CH:8]=[CH:9][C:3]([O:2][CH3:1])=[CH:4][C:5]=2[N+:10]([O-:12])=[O:11])=[O:28])=[CH:30][CH:31]=1)([CH3:20])[CH3:21]. Reported procedure: To 16.8 g. (0.1 mol) 4-methoxy-2-nitroaniline in 150 ml. anhydrous pyridine are added dropwise, while cooling with ice, 19.7 g. (0.1 mol) 4-tert.-butylbenzoic acid chloride. The reaction mixture is stirred for 1 hour at ambient temperature, poured into 1 liter of cold water and the precipitate obtained is filtered off with suction. There are obtained 32.3 g. (98% of theory) of the title compound in the form of yellow crystals; m.p. 103°-107° C. Reactants: CN1CCNCC1 (1-methylpiperazine), NC1=C(C(=O)Cl)C=CC(=C1)[N+](=O)[O-] (2-Amino-4-nitrobenzoyl chloride). Run in C(Cl)Cl (DCM), C(Cl)Cl (DCM). Conditions: time 1 hour. Product: NC1=C(C=CC(=C1)[N+](=O)[O-])C(=O)N1CCN(CC1)C ((2-amino-4-nitrophenyl)(4-methylpiperazin-1-yl)methanone). Yield: 51.8%. Reaction SMILES: [CH3:1][N:2]1[CH2:7][CH2:6][NH:5][CH2:4][CH2:3]1.[NH2:8][C:9]1[CH:17]=[C:16]([N+:18]([O-:20])=[O:19])[CH:15]=[CH:14][C:10]=1[C:11](Cl)=[O:12]>C(Cl)Cl>[NH2:8][C:9]1[CH:17]=[C:16]([N+:18]([O-:20])=[O:19])[CH:15]=[CH:14][C:10]=1[C:11]([N:5]1[CH2:6][CH2:7][N:2]([CH3:1])[CH2:3][CH2:4]1)=[O:12]. Reported procedure: To a solution of 1-methylpiperazine (2.5 g, 24.96 mmol) in DCM (30 mL) at 0° C. was added a solution of Intermediate 69A (1.13 g, 5.63 mmol) in DCM (10 mL) slowly. The reaction was stirred at room temperature for 1 hour. The reaction mixture was washed with saturated aqueous NaHCO3, dried over MgSO4, filtered and concentrated. The crude material was purified by flash chromatography, (SiO2, 24 g, 0-10% MeOH/DCM) to give Intermediate 69B (0.77 g, 52%) as a yellow oil. HPLC: Rt=0.360 min. (CHROMOLI...